Dataset: the Open Reaction Database (ORD), a public repository of structured organic reaction records. Task: describe an organic reaction: reactants, conditions, products, and yield Starting materials: O=C1NC2=C(CCN1C1CCN(CC1)C(=O)O[C@@H](C(=O)N1CCC(CC1)N1CCN(CC1)C)CC1=CC(=C(C(=C1)C(F)(F)F)N)Cl)C=CC=C2 ((R)-1-(4-amino-3-chloro-5-trifluoromethyl-benzyl)-2-[4-(4-methyl-piperazin-1-yl)-piperidin-1-yl]-2-oxo-ethyl 4-(2-oxo-1,2,4,5-tetrahydro-1,3-benzodiazepin-3-yl)-piperidine-1-carboxylate), Br (hydrobromic acid). The solvent is C(C)O (ethanol). Run at temperature 70 celsius, time 3 day. Yields the product Br.O=C1NC2=C(CCN1C1CCN(CC1)C(=O)O[C@@H](C(=O)N1CCC(CC1)N1CCN(CC1)C)CC1=CC(=C(C(=C1)C(F)(F)F)N)Cl)C=CC=C2 ((R)-1-(4-amino-3-chloro-5-trifluoromethyl-benzyl)-2-[4-(4-methyl-piperazin-1-yl)-piperidin-1-yl]-2-oxo-ethyl 4-(2-oxo-1,2,4,5-tetrahydro-1,3-benzodiazepin-3-yl)-piperidine-1-carboxylate hydrobromide). RXN SMILES: [O:1]=[C:2]1[N:8]([CH:9]2[CH2:14][CH2:13][N:12]([C:15]([O:17][C@H:18]([CH2:34][C:35]3[CH:40]=[C:39]([C:41]([F:44])([F:43])[F:42])[C:38]([NH2:45])=[C:37]([Cl:46])[CH:36]=3)[C:19]([N:21]3[CH2:26][CH2:25][CH:24]([N:27]4[CH2:32][CH2:31][N:30]([CH3:33])[CH2:29][CH2:28]4)[CH2:23][CH2:22]3)=[O:20])=[O:16])[CH2:11][CH2:10]2)[CH2:7][CH2:6][C:5]2[CH:47]=[CH:48][CH:49]=[CH:50][C:4]=2[NH:3]1.[BrH:51]>C(O)C>[BrH:51].[O:1]=[C:2]1[N:8]([CH:9]2[CH2:14][CH2:13][N:12]([C:15]([O:17][C@H:18]([CH2:34][C:35]3[CH:40]=[C:39]([C:41]([F:43])([F:42])[F:44])[C:38]([NH2:45])=[C:37]([Cl:46])[CH:36]=3)[C:19]([N:21]3[CH2:26][CH2:25][CH:24]([N:27]4[CH2:28][CH2:29][N:30]([CH3:33])[CH2:31][CH2:32]4)[CH2:23][CH2:22]3)=[O:20])=[O:16])[CH2:11][CH2:10]2)[CH2:7][CH2:6][C:5]2[CH:47]=[CH:48][CH:49]=[CH:50][C:4]=2[NH:3]1 |f:3.4|. Procedure: 0.5 g (0.69 mmol) (R)-1-(4-amino-3-chloro-5-trifluoromethyl-benzyl)-2-[4-(4-methyl-piperazin-1-yl)-piperidin-1-yl]-2-oxo-ethyl 4-(2-oxo-1,2,4,5-tetrahydro-1,3-benzodiazepin-3-yl)-piperidine-1-carboxylate are dissolved in 5 ml of ethanol at ambient temperature and combined with 78 μl hydrobromic acid (48% in water). The mixture is heated to 70° C., whereupon a light yellow solution is formed. This solution is stirred for 3 days at 50° C., during which time a white precipitate is formed. After coo... The reactants are NC=1N=CC(=NC1C=1OC(=NN1)NC1=CC(=CC=C1)C#N)C1=CC=C(C(=O)N(C)C)C=C1 (4-[5-amino-6-[5-(3-cyanoanilino)-1,3,4-oxadiazol-2-yl]pyrazin-2-yl]-N,N-dimethyl-benzamide), NC=1N=CC(=NC1C=1OC(=NN1)NC1=C(C=CC=C1)OC)C1=CC=C(C(=O)N(C)C)C=C1 (4-[5-amino-6-[5-(2-methoxyanilino)-1,3,4-oxadiazol-2-yl]pyrazin-2-yl]-N,N-dimethyl-benzamide), NC=1N=CC(=NC1C=1OC(=NN1)NC1CCCCC1)C1=CC=C(C(=O)N(C)C)C=C1 (4-[5-amino-6-[5-(cyclohexylamino)-1,3,4-oxadiazol-2-yl]pyrazin-2-yl]-N,N-dimethyl-benzamide), NC=1N=CC(=NC1C=1OC(=NN1)NC(C1=CC=CC=C1)=O)C1=CC=C(C(=O)N(C)C)C=C1 (4-[5-amino-6-(5-benzamido-1,3,4-oxadiazol-2-yl)pyrazin-2-yl]-N,N-dimethyl-benzamide), NC=1N=CC(=NC1C=1OC(=NN1)N[C@@H](C)C1=CC=C(C=C1)Cl)C1=CC=C(C(=O)N(C)C)C=C1 (4-[5-amino-6-[5-[[(1S)-1-(4-chlorophenyl)ethyl]amino]-1,3,4-oxadiazol-2-yl]pyrazin-2-yl]-N,N-dimethyl-benzamide), NC=1N=CC(=NC1C=1OC(=NN1)NCCC1=CC=CC=C1)C1=CC=C(C(=O)N(C)C)C=C1 (4-[5-amino-6-[5-(phenethylamino)-1,3,4-oxadiazol-2-yl]pyrazin-2-yl]-N,N-dimethyl-benzamide), C(C)(=O)NC1=NN=C(O1)C1=C(N=CC(=N1)C1=CC=C(C(=O)N(C)C)C=C1)N (4-[6-(5-acetamido-1,3,4-oxadiazol-2-yl)-5-amino-pyrazin-2-yl]-N,N-dimethyl-benzamide). Yields the product NC=1N=CC(=NC1C=1OC(=NN1)NCC1=CC=CC=C1)C1=CC=C(C(=O)N(C)C)C=C1 (4-(5-amino-6-(5-(benzylamino)-1,3,4-oxadiazol-2-yl)pyrazin-2-yl)-N,N-dimethylbenzamide). RXN SMILES: [NH2:1][C:2]1[N:3]=[CH:4][C:5]([C:22]2[CH:32]=[CH:31][C:25]([C:26]([N:28]([CH3:30])[CH3:29])=[O:27])=[CH:24][CH:23]=2)=[N:6][C:7]=1[C:8]1[O:9][C:10]([NH:13]C2C=CC=CC=2OC)=[N:11][N:12]=1.NC1N=CC(C2C=CC(C(N(C)C)=O)=CC=2)=NC=1C1OC(N[C@H:46]([C:48]2[CH:53]=[CH:52][C:51](Cl)=[CH:50][CH:49]=2)C)=NN=1.NC1N=CC(C2C=CC(C(N(C)C)=O)=CC=2)=NC=1C1OC(NCCC2C=CC=CC=2)=NN=1.NC1N=CC(C2C=CC(C(N(C)C)=O)=CC=2)=NC=1C1OC(NC2CCCCC2)=NN=1.NC1N=CC(C2C=CC(C(N(C)C)=O)=CC=2)=NC=1C1OC(NC2C=CC=C(C#N)C=2)=NN=1.C(NC1OC(C2N=C(C3C=CC(C(N(C)C)=O)=CC=3)C=NC=2N)=NN=1)(=O)C.NC1N=CC(C2C=CC(C(N(C)C)=O)=CC=2)=NC=1C1OC(NC(=O)C2C=CC=CC=2)=NN=1>>[NH2:1][C:2]1[N:3]=[CH:4][C:5]([C:22]2[CH:23]=[CH:24][C:25]([C:26]([N:28]([CH3:30])[CH3:29])=[O:27])=[CH:31][CH:32]=2)=[N:6][C:7]=1[C:8]1[O:9][C:10]([NH:13][CH2:46][C:48]2[CH:53]=[CH:52][CH:51]=[CH:50][CH:49]=2)=[N:11][N:12]=1. Procedure details: Compound IA-103 4-[5-amino-6-[5-(2-methoxyanilino)-1,3,4-oxadiazol-2-yl]pyrazin-2-yl]-N,N-dimethyl-benzamide 1H NMR (400.0 MHz, DMSO) d 3.03 (s, 3H), 3.07 (s, 3H), 3.94 (s, 3H), 7.07-7.10 (m, 1H), 7.15-7.17 (m, 2H), 7.59 (d, 2H), 7.75 (br s, 2H), 8.12-8.19 (m, 3H), 8.94 (s, 1H) and 10.17 (s, 1H) ppm; MS (ES+) 432.16 Compound IA-129 4-[5-amino-6-[5-[[(1S)-1-(4-chlorophenyl)ethyl]amino]-1,3,4-oxadiazol-2-yl]pyrazin-2-yl]-N,N-dimethyl-benzamide 1H NMR (400.0 MHz, DMSO) d 1.50 (d, 3H), 2.96 (s, 3H),... Starting materials: O=C(c1ncc[nH]1)c1ncc[nH]1, CN(C)C=O, Nc1ccc(Oc2ccccc2)cc1, O, O=C(O)c1ncccc1O. Yields the product O=C(Nc1ccc(Oc2ccccc2)cc1)c1ncccc1O. RXN SMILES: [C:11]([c:12]1[nH:13][cH:14][cH:15][n:16]1)([c:17]1[nH:18][cH:19][cH:20][n:21]1)=[O:22].[CH3:23][N:24]([CH3:25])[CH:26]=[O:27].[O:28]([c:29]1[cH:30][cH:31][cH:32][cH:33][cH:34]1)[c:35]1[cH:36][cH:37][c:38]([NH2:39])[cH:40][cH:41]1.[OH2:42].[OH:1][c:2]1[c:3]([C:8](=[O:9])[OH:10])[n:4][cH:5][cH:6][cH:7]1>>[OH:1][c:2]1[c:3]([C:8](=[O:10])[NH:39][c:38]2[cH:37][cH:36][c:35]([O:28][c:29]3[cH:30][cH:31][cH:32][cH:33][cH:34]3)[cH:41][cH:40]2)[n:4][cH:5][cH:6][cH:7]1. The reactants are COC1=CC(=CC2=CC=C(C=C12)C1=CC=2C(CCC(C2C=C1)(C)C)(C)C)C(=O)O (4-methoxy-6-(5,6,7,8-tetrahydro-5,5,8,8-tetramethyl-2-naphthyl)-2-naphthoic acid), α-methyl[-1-methyl-6-(5,6,7,8-tetrahydro-5,5,8,8-tetramethyl-2-naphthyl)]-2-naphthalene methanol, α-methyl-[1-methyl-6-(5,6,7,8-tetrahydro-5,5,8,8-tetramethyl-2-naphthyl)]-2-naphthylmethyl acetate, OC1=CC(C(C2=CC=C(C=C12)C1=CC=2C(CCC(C2C=C1)(C)C)(C)C)(C(=O)[O-])C)C (4-hydroxy-1-methyl-6-(5,6,7,8-tetrahydro-5,5,8,8-tetramethyl-2-naphthyl)-2-methylnaphthoate), CC1=C(C=CC2=CC(=CC=C12)C1=CC=2C(CCC(C2C=C1)(C)C)(C)C)C(=O)C1=C(C2=CC=C(C=C2C=C1)C1=CC=2C(CCC(C2C=C1)(C)C)(C)C)C (1-methyl-6-(5,6,7,8-tetrahydro-5,5,8,8-tetramethyl-2-naphthyl)-2-naphthyl ketone), CC1=C(C=CC2=CC(=CC=C12)C1=CC=2C(CCC(C2C=C1)(C)C)(C)C)COCC1=C(C2=CC=C(C=C2C=C1)C1=CC=2C(CCC(C2C=C1)(C)C)(C)C)C (1-methyl-6-(5,6,7,8-tetrahydro-5,5,8,8-tetramethyl-2-naphthyl)-2-naphthylmethyl ether), CC1=C(C=CC2=CC(=CC=C12)C1=CC=2C(CCC(C2C=C1)(C)C)(C)C)CO (1-methyl-6-(5,6,7,8-tetrahydro-5,5,8,8-tetramethyl-2-naphthyl)-2-naphthalene methanol), CC1=C(C=CC2=CC(=CC=C12)C1=CC=2C(CCC(C2C=C1)(C)C)(C)C)COCC1=C(C2=CC=C(C=C2C=C1)C1=CC=2C(CCC(C2C=C1)(C)C)(C)C)C (1-methyl-6-(5,6,7,8-tetrahydro-5,5,8,8-tetramethyl-2-naphthyl)-2-naphthylmethyl ether), CC1=C(C=CC2=CC(=CC=C12)C1=CC=2C(CCC(C2C=C1)(C)C)(C)C)C=O (1-methyl-6-(5,6,7,8-tetrahydro-5,5,8,8-tetramethyl-2-naphthyl)-2-naphthaldehyde), CC1=C(C=CC2=CC(=CC=C12)C1=CC=2C(CCC(C2C=C1)(C)C)(C)C)C(=O)O (1-methyl-6-(5,6,7,8-tetrahydro-5,5,8,8-tetramethyl-2-naphthyl)-2-naphthoic acid), 4-acetoxy-6-(5,6,7,8-tetrahydro-5,5,8,8-tetramethyl-2-naphthyl)-2-methyl naphtoate, C(C)(=O)OCC1=C(C2=CC=C(C=C2C=C1)C1=CC=2C(CCC(C2C=C1)(C)C)(C)C)C (1-methyl-6-(5,6,7,8-tetrahydro-5,5,8,8-tetramethyl-2-naphthyl)-2-naphthylmethyl acetate), C(CC)(=O)OCC1=C(C2=CC=C(C=C2C=C1)C1=CC=2C(CCC(C2C=C1)(C)C)(C)C)C (1-methyl-6-(5,6,7,8-tetrahydro-5,5,8,8-tetramethyl-2-naphthyl)-2-naphthylmethyl propionate), α-methyl[-1-methyl-6-(5,6,7,8-tetrahydro-5,5,8,8-tetramethyl-2-naphthyl)]-2-naphthylmethyl propionate, OC1=CC(=C(C2=CC=C(C=C12)C1=CC=2C(CCC(C2C=C1)(C)C)(C)C)C)C(=O)O (4-hydroxy-1-methyl-6-(5,6,7,8-tetrahydro-5,5,8,8-tetramethyl-2-naphthyl)-2-naphthoic acid), α-n-propyl[-1-methyl-6-(5,6,7,8-tetrahydro-5,5,8,8-tetramethyl-2-naphthyl)]-2 -naphthalene methanol, α-ethyl-[1-methyl-6-(5,6,7,8-tetrahydro-5,5,8,8-tetramethyl-2-naphthyl)]-2-naphthalene methanol, CC1=C(C=CC2=CC(=CC=C12)C1=CC=2C(CCC(C2C=C1)(C)C)(C)C)C(=O)C1=C(C2=CC=C(C=C2C=C1)C1=CC=2C(CCC(C2C=C1)(C)C)(C)C)C (1-methyl-6-(5,6,7,8-tetrahydro-5,5,8,8-tetramethyl-2-naphthyl)-2-naphthyl ketone), 4-acetoxy-1-methyl-6-(5,6,7,8-tetrahydro-5,5,8,8,-tetramethyl-2-naphthyl)-2-methyl naphthoate, SC1=CC(=C(C2=CC=C(C=C12)C1=CC=2C(CCC(C2C=C1)(C)C)(C)C)C)C(=O)O (4-mercapto-1-methyl-6-(5,6,7,8-tetrahydro-5,5,8,8-tetramethyl-2-naphthyl)-2-naphthoic acid). Product: OC1=CC(=CC2=CC=C(C=C12)C1=CC=2C(CCC(C2C=C1)(C)C)(C)C)C(=O)O (4-hydroxy-6-(5,6,7,8-tetrahydro-5,5,8,8-tetramethyl-2-naphthyl) 2-naphthoic acid). RXN SMILES: C[O:2][C:3]1[C:12]2[C:7](=[CH:8][CH:9]=[C:10]([C:13]3[CH:22]=[CH:21][C:20]4[C:19]([CH3:24])([CH3:23])[CH2:18][CH2:17][C:16]([CH3:26])([CH3:25])[C:15]=4[CH:14]=3)[CH:11]=2)[CH:6]=[C:5]([C:27]([OH:29])=[O:28])[CH:4]=1.OC1C2C(=CC=C(C3C=CC4C(C)(C)CCC(C)(C)C=4C=3)C=2)C(C)=C(C(O)=O)C=1.OC1C2C(=CC=C(C3C=CC4C(C)(C)CCC(C)(C)C=4C=3)C=2)C(C)(C([O-])=O)C(C)C=1.SC1C2C(=CC=C(C3C=CC4C(C)(C)CCC(C)(C)C=4C=3)C=2)C(C)=C(C(O)=O)C=1.CC1C2C(=CC(C3C=CC4C(C)(C)CCC(C)(C)C=4C=3)=CC=2)C=CC=1C(O)=O.CC1C2C(=CC(C3C=CC4C(C)(C)CCC(C)(C)C=4C=3)=CC=2)C=CC=1CO.CC1C2C(=CC(C3C=CC4C(C)(C)CCC(C)(C)C=4C=3)=CC=2)C=CC=1C=O.CC1C2C(=CC(C3C=CC4C(C)(C)CCC(C)(C)C=4C=3)=CC=2)C=CC=1COCC1C=CC2C(=CC=C(C3C=CC4C(C)(C)CCC(C)(C)C=4C=3)C=2)C=1C.CC1C2C(=CC(C3C=CC4C(C)(C)CCC(C)(C)C=4C=3)=CC=2)C=CC=1C(C1C=CC2C(=CC=C(C3C=CC4C(C)(C)CCC(C)(C)C=4C=3)C=2)C=1C)=O.C(OCC1C=CC2C(=CC=C(C3C=CC4C(C)(C)CCC(C)(C)C=4C=3)C=2)C=1C)(=O)C.C(OCC1C=CC2C(=CC=C(C3C=CC4C(C)(C)CCC(C)(C)C=4C=3)C=2)C=1C)(=O)CC>>[OH:2][C:3]1[C:12]2[C:7](=[CH:8][CH:9]=[C:10]([C:13]3[CH:22]=[CH:21][C:20]4[C:19]([CH3:23])([CH3:24])[CH2:18][CH2:17][C:16]([CH3:25])([CH3:26])[C:15]=4[CH:14]=3)[CH:11]=2)[CH:6]=[C:5]([C:27]([OH:29])=[O:28])[CH:4]=1. Procedure: 4-methoxy-6-(5,6,7,8-tetrahydro-5,5,8,8-tetramethyl-2-naphthyl)-2-naphthoic acid; 4-acetoxy-6-(5,6,7,8-tetrahydro-5,5,8,8-tetramethyl-2-naphthyl)-2-methyl naphtoate; 4-acetoxy-1-methyl-6-(5,6,7,8-tetrahydro-5,5,8,8,-tetramethyl-2-naphthyl)-2-methyl naphthoate; 4-hydroxy-1-methyl-6-(5,6,7,8-tetrahydro-5,5,8,8-tetramethyl-2-naphthyl)-2-naphthoic acid; 4-hydroxy-1-methyl-6-(5,6,7,8-tetrahydro-5,5,8,8-tetramethyl-2-naphthyl)-2-methylnaphthoate; 4-mercapto-1-methyl-6-(5,6,7,8-tetrahydro-5,5,8,8-tetra... Starting materials: N1(CCCC2=CC=CC=C12)S(=O)(=O)C1=CC=C(C(=O)O)C=C1 (4-(3,4-dihydroquinolin-1(2H)-ylsulfonyl)benzoic acid), NC1=NC=CC=C1O (2-aminopyridin-3-ol). Product: N1(CCCC2=CC=CC=C12)S(=O)(=O)C1=CC=C(C(=O)NC2=NC=CC=C2O)C=C1 (4-(3,4-dihydroquinolin-1(2H)-ylsulfonyl)-N-(3-hydroxypyridin-2-yl)benzamide). RXN SMILES: [N:1]1([S:11]([C:14]2[CH:22]=[CH:21][C:17]([C:18](O)=[O:19])=[CH:16][CH:15]=2)(=[O:13])=[O:12])[C:10]2[C:5](=[CH:6][CH:7]=[CH:8][CH:9]=2)[CH2:4][CH2:3][CH2:2]1.[NH2:23][C:24]1[C:29]([OH:30])=[CH:28][CH:27]=[CH:26][N:25]=1>>[N:1]1([S:11]([C:14]2[CH:15]=[CH:16][C:17]([C:18]([NH:23][C:24]3[C:29]([OH:30])=[CH:28][CH:27]=[CH:26][N:25]=3)=[O:19])=[CH:21][CH:22]=2)(=[O:13])=[O:12])[C:10]2[C:5](=[CH:6][CH:7]=[CH:8][CH:9]=2)[CH2:4][CH2:3][CH2:2]1. Procedure: 4-(3,4-dihydroquinolin-1(2H)-ylsulfonyl)benzoic acid (1) (100 mg, 0.32 mmol) was treated with 2-aminopyridin-3-ol (29 mg, 0.26 mmol) using method C. The residue was purified using flash chromatography eluting with 0-60% EtOAc in hexanes. The resulting solid was triturated with dichloromethane/hexanes to give 4-(3,4-dihydroquinolin-1(2H)-ylsulfonyl)-N-(3-hydroxypyridin-2-yl)benzamide as an off-white solid. Yield: 23 mg (21%). 1H-NMR: 8.08 (d, J=8.5 Hz, 2H), 7.93 (dd, J=5.0, 1.5 Hz, 1H), 7.72 (d, ...